From a dataset of the Open Reaction Database (ORD), a public repository of structured organic reaction records. describe an organic reaction: reactants, conditions, products, and yield Starting materials: Cc1ccc(-n2cc3c(n2)CCN(C(=O)OC(C)(C)C)C3)nn1, Cl, C1COCCO1. Product: Cc1ccc(-n2cc3c(n2)CCNC3)nn1, Cl. RXN SMILES: [CH3:1][c:2]1[cH:3][cH:4][c:5](-[n:8]2[n:9][c:10]3[c:11]([cH:23]2)[CH2:12][N:13]([C:16]([O:17][C:18]([CH3:19])([CH3:20])[CH3:21])=[O:22])[CH2:14][CH2:15]3)[n:6][n:7]1.[ClH:24].[O:25]1[CH2:26][CH2:27][O:28][CH2:29][CH2:30]1>>[CH3:1][c:2]1[cH:3][cH:4][c:5](-[n:8]2[n:9][c:10]3[c:11]([cH:23]2)[CH2:12][NH:13][CH2:14][CH2:15]3)[n:6][n:7]1.[ClH:24].